Task: describe an organic reaction: reactants, conditions, products, and yield. Dataset: the Open Reaction Database (ORD), a public repository of structured organic reaction records Starting materials: Cl.FC1(CNC1)F (3,3-difluoroazetidine hydrochloride), C1(=CC=CC=C1)P(C1=C(C2=CC=CC=C2C=C1)C1=C(C=CC2=CC=CC=C12)P(C1=CC=CC=C1)C1=CC=CC=C1)C1=CC=CC=C1 (2,2′-bis(diphenylphosphino)-1,1′-binaphthyl), C([O-])([O-])=O.[Cs+].[Cs+] (cesium carbonate), BrC=1C=CC(=NC1OCCF)C(=O)OC (methyl 5-bromo-6-(2-fluoroethoxyl)pyridine-2-carboxylate). The reagents and catalysts are C(C)(=O)[O-].[Pd+2].C(C)(=O)[O-] (palladium (II) acetate). Product: FC1(CN(C1)C=1C=CC(=NC1OCCF)C(=O)OC)F (Methyl 5-(3,3-difluoroazetidin-1-yl)-6-(2-fluoroethoxyl)pyridine-2-carboxylate). The yield is 54.0%. RXN SMILES: Br[C:2]1[CH:3]=[CH:4][C:5]([C:12]([O:14][CH3:15])=[O:13])=[N:6][C:7]=1[O:8][CH2:9][CH2:10][F:11].Cl.[F:17][C:18]1([F:22])[CH2:21][NH:20][CH2:19]1.C1(P(C2C=CC=CC=2)C2C=CC3C(=CC=CC=3)C=2C2C3C(=CC=CC=3)C=CC=2P(C2C=CC=CC=2)C2C=CC=CC=2)C=CC=CC=1.C(=O)([O-])[O-].[Cs+].[Cs+]>C([O-])(=O)C.[Pd+2].C([O-])(=O)C>[F:17][C:18]1([F:22])[CH2:21][N:20]([C:2]2[CH:3]=[CH:4][C:5]([C:12]([O:14][CH3:15])=[O:13])=[N:6][C:7]=2[O:8][CH2:9][CH2:10][F:11])[CH2:19]1 |f:1.2,4.5.6,7.8.9|. Procedure details: In analogy to the procedure described in Example 1 a), methyl 5-bromo-6-(2-fluoroethoxyl)pyridine-2-carboxylate (Example 147 a, 130 mg, 467 μmol) was reacted with 3,3-difluoroazetidine hydrochloride (CAN 288315-03-7, 66.6 mg, 514 μmol) in the presence of palladium (II) acetate, 2,2′-bis(diphenylphosphino)-1,1′-binaphthyl and cesium carbonate to give the title compound (73 mg, 54%) as light yellow solid, MS (ESI) m/e=291.1 [MH+].